From a dataset of the Open Reaction Database (ORD), a public repository of structured organic reaction records. describe an organic reaction: reactants, conditions, products, and yield Reactants: [H-].[Na+] (sodium hydride), O (water), C(C(O)C)(=O)OCC (ethyl lactate), C(C=C)#N (acrylonitrile). The solvent is O1CCCC1 (tetrahydrofuran). Product: C(#N)C1C(C(OC1)C)=O (4-cyano-2-methyltetrahydrofuran-3-one). The yield is 89.0%. Reaction SMILES: [H-].[Na+].[C:3]([O:8][CH2:9][CH3:10])(=O)[CH:4]([CH3:6])O.[C:11](#[N:14])C=C.[OH2:15]>O1CCCC1>[C:11]([CH:4]1[CH2:3][O:8][CH:9]([CH3:10])[C:6]1=[O:15])#[N:14] |f:0.1|. Procedure details: 8.7 g (0.2 mol) of sodium hydride are suspended in 100 ml of tetrahydrofuran and the suspension is stirred at room temperature for 90 minutes with 23.6 g (0.2 mol) of ethyl lactate. 9.5 g (0.18 mol) of acrylonitrile are then added dropwise at 60° C. and the mixture is refluxed for 90 minutes. The mixture is poured into 200 ml of water and washed twice with 100 ml of ether each time. The aqueous phase is adjusted to pH 1 with 2-N hydrochloric acid and extracted three times with 150 ml of ether ea...